This data is from the Open Reaction Database (ORD), a public repository of structured organic reaction records. The task is: describe an organic reaction: reactants, conditions, products, and yield Reactants: CCOC(=O)c1csc(C2CCN(CCC(c3ccccc3)C3CCN(S(C)(=O)=O)CC3)CC2)n1, CS(=O)(=O)N1CCC(C(CC=O)c2ccccc2)CC1, CCOC(=O)c1csc(C2CCNCC2)n1. Yields the product CS(=O)(=O)N1CCC(C(CCN2CCC(c3nc(C(=O)O)cs3)CC2)c2ccccc2)CC1. RXN SMILES: [CH3:1][S:2](=[O:3])(=[O:4])[N:5]1[CH2:6][CH2:7][CH:8]([CH:11]([CH2:12][CH2:13][N:14]2[CH2:15][CH2:16][CH:17]([c:20]3[s:21][cH:22][c:23]([C:25](=[O:26])[O:27][CH2:28][CH3:29])[n:24]3)[CH2:18][CH2:19]2)[c:30]2[cH:31][cH:32][cH:33][cH:34][cH:35]2)[CH2:9][CH2:10]1.[CH3:36][S:37]([N:38]1[CH2:39][CH2:40][CH:41]([CH:42]([c:43]2[cH:44][cH:45][cH:46][cH:47][cH:48]2)[CH2:49][CH:50]=[O:51])[CH2:52][CH2:53]1)(=[O:54])=[O:55].[NH:56]1[CH2:57][CH2:58][CH:59]([c:60]2[s:61][cH:62][c:63]([C:64]([O:65][CH2:66][CH3:67])=[O:68])[n:69]2)[CH2:70][CH2:71]1>>[CH3:1][S:2](=[O:3])(=[O:4])[N:5]1[CH2:6][CH2:7][CH:8]([CH:11]([CH2:12][CH2:13][N:14]2[CH2:15][CH2:16][CH:17]([c:20]3[s:21][cH:22][c:23]([C:25](=[O:26])[OH:27])[n:24]3)[CH2:18][CH2:19]2)[c:30]2[cH:31][cH:32][cH:33][cH:34][cH:35]2)[CH2:9][CH2:10]1. Starting materials: ClC=1C(=C(C=CC1F)/C=C/C1=NC(=CC(=N1)O)C)F ((E)-2-[2-(3-chloro-4-fluorofluoro-phenyl)-vinyl]-6-methyl-pyrimidin-4-ol), O=P(Cl)(Cl)Cl (POCl3). The product is ClC1=NC(=NC(=C1)C)\C=C\C1=CC(=C(C=C1)F)Cl ((E)-4-chloro-2-[2-(3-chloro-4-fluoro-phenyl)-vinyl]-6-methyl-pyrimidine). Yield: 83.3%. RXN SMILES: [Cl:1][C:2]1[C:3](F)=[C:4](/[CH:9]=[CH:10]/[C:11]2[N:16]=[C:15](O)[CH:14]=[C:13]([CH3:18])[N:12]=2)[CH:5]=[CH:6][C:7]=1[F:8].O=P(Cl)(Cl)[Cl:22]>>[Cl:22][C:15]1[CH:14]=[C:13]([CH3:18])[N:12]=[C:11](/[CH:10]=[CH:9]/[C:4]2[CH:5]=[CH:6][C:7]([F:8])=[C:2]([Cl:1])[CH:3]=2)[N:16]=1. Procedure details: In analogy to example 12c), by heating (E)-2-[2-(3-chloro-4-fluorofluoro-phenyl)-vinyl]-6-methyl-pyrimidin-4-ol (1.85 g, 7 mmol) in POCl3 (12.83 ml, 0.14 mol) at 130° C. for 4.5 h there was obtained (E)-4-chloro-2-[2-(3-chloro-4-fluoro-phenyl)-vinyl]-6-methyl-pyrimidine (1.65 g, 83%) as a yellow solid. EI mass spectrum, m/e: 282 (M+1 calculated for C13H9Cl2FN2: 282). The reactants are P(O)(O)(O)=O (phosphoric acid), NC1=C(C=C(C=C1)S(=O)(=O)C)S(=O)(=O)C (1-amino-2,4-dimethanesulfonylbenzene), N(=O)[O-].[Na+] (sodium nitrite), S(O)(O)(=O)=O (sulfuric acid), ice water, S(=O)(=O)(O)C=1C=C(NNC(=O)C2=C(C3=CC=CC=C3C=C2)O)C=CC1 (2-(N-3-Sulfoanilinocarbamoyl)-1-naphthol). Run in C(C)(=O)O (acetic acid), [OH-].[Na+] (sodium hydroxide). Run at temperature 70 celsius. Yields the product S(=O)(=O)(O)C=1C=C(NNC(=O)C2=C(C3=CC=CC=C3C(=C2)N=NC2=C(C=C(C=C2)S(=O)(=O)C)S(=O)(=O)C)O)C=CC1 (2-(N-3-Sulfoanilinocarbamoyl)-4-(2,4-dimethanesulfonylphenylazo)-1-naphthol). As a reaction SMILES: [N:1]([O-])=O.[Na+].S(=O)(=O)(O)O.P(=O)(O)(O)O.[NH2:15][C:16]1[CH:21]=[CH:20][C:19]([S:22]([CH3:25])(=[O:24])=[O:23])=[CH:18][C:17]=1[S:26]([CH3:29])(=[O:28])=[O:27].[S:30]([C:34]1[CH:35]=[C:36]([CH:52]=[CH:53][CH:54]=1)[NH:37][NH:38][C:39]([C:41]1[CH:50]=[CH:49][C:48]2[C:43](=[CH:44][CH:45]=[CH:46][CH:47]=2)[C:42]=1[OH:51])=[O:40])([OH:33])(=[O:32])=[O:31]>[OH-].[Na+].C(O)(=O)C>[S:30]([C:34]1[CH:35]=[C:36]([CH:52]=[CH:53][CH:54]=1)[NH:37][NH:38][C:39]([C:41]1[CH:50]=[C:49]([N:1]=[N:15][C:16]2[CH:21]=[CH:20][C:19]([S:22]([CH3:25])(=[O:23])=[O:24])=[CH:18][C:17]=2[S:26]([CH3:29])(=[O:28])=[O:27])[C:48]2[C:43](=[CH:44][CH:45]=[CH:46][CH:47]=2)[C:42]=1[OH:51])=[O:40])([OH:33])(=[O:31])=[O:32] |f:0.1,6.7|. Procedure: 1.5 g of sodium nitrite was added to 10 ml of concentrated sulfuric acid and the mixture was heated at 70° C. with stirring. After stirring for 30 minutes, the mixture was cooled to 0° C. and 20 ml of acetic acid and 6 ml of a 85% phosphoric acid were added thereto. Then 5.0 g of 1-amino-2,4-dimethanesulfonylbenzene was added to the mixture at below 5° C. and the mixture was stirred for 3 hours. After adding 40 ml of ice water to the solution, a solution containing 6.5 g of 2-(N-3-sulfoanilinoca... Solvent: C(C)(C)O (isopropanol). The product is OC1(N=C(N(C1)C1=CC=C(C=C1)S(=O)(=O)C)C1=CC=C(C=C1)C(F)(F)F)C(F)(F)F (4-hydroxy -1-[4-(methylsulfonyl)phenyl]-2-(4-trifluoromethylphenyl)-4-trifluoromethyl-4,5-dihydro-1H-imidazole). The reactants are FC(C1=CC=C(C=C1)C(NC1=CC=C(C=C1)S(=O)(=O)C)=N)(F)F (4-(trifluoromethyl)-N-[4-(methylsulfonyl)phenyl]benzenecarboximidamide), C([O-])(O)=O.[Na+] (sodium bicarbonate), BrCC(C(F)(F)F)=O (3-bromo-1,1,1-trifluoroacetone). Reaction conditions: temperature 72.5 celsius. Reported procedure: To a mixture of 4-(trifluoromethyl)-N-[4-(methylsulfonyl)phenyl]benzenecarboximidamide (10 mmol) and sodium bicarbonate (20 mmol) in isopropanol (100 mL), 3-bromo-1,1,1-trifluoroacetone (20 mmol) is added. After heating the reaction mixture at 70-75° C. for 20 hours, the solvent is removed. The residue is redissolved in methylene chloride and washed with water. The organic fractions are combined, dried over sodium sulfate, filtered and concentrated in vacuo. The crude product is purified by chro... Reaction SMILES: [F:1][C:2]([F:23])([F:22])[C:3]1[CH:8]=[CH:7][C:6]([C:9](=[NH:21])[NH:10][C:11]2[CH:16]=[CH:15][C:14]([S:17]([CH3:20])(=[O:19])=[O:18])=[CH:13][CH:12]=2)=[CH:5][CH:4]=1.C(=O)(O)[O-].[Na+].Br[CH2:30][C:31](=[O:36])[C:32]([F:35])([F:34])[F:33]>C(O)(C)C>[OH:36][C:31]1([C:32]([F:35])([F:34])[F:33])[CH2:30][N:10]([C:11]2[CH:16]=[CH:15][C:14]([S:17]([CH3:20])(=[O:19])=[O:18])=[CH:13][CH:12]=2)[C:9]([C:6]2[CH:5]=[CH:4][C:3]([C:2]([F:1])([F:22])[F:23])=[CH:8][CH:7]=2)=[N:21]1 |f:1.2|. Starting materials: CCOC(=O)CCCCCc1cccc2cncn12, CCCCO, CN. Yields the product CNC(=O)CCCCCc1cccc2cncn12. Reaction SMILES: [CH2:1]([O:2][C:4](=[O:5])[CH2:6][CH2:7][CH2:8][CH2:9][CH2:10][c:11]1[cH:12][cH:13][cH:14][c:15]2[n:16]1[cH:17][n:18][cH:19]2)[CH3:3].[CH2:22]([OH:23])[CH2:24][CH2:25][CH3:26].[CH3:20][NH2:21]>>[C:4](=[O:5])([CH2:6][CH2:7][CH2:8][CH2:9][CH2:10][c:11]1[cH:12][cH:13][cH:14][c:15]2[n:16]1[cH:17][n:18][cH:19]2)[NH:21][CH3:20]. The reactants are CO, O, O=C(O)Cc1ccc(O)cc1, O=S(=O)(O)O. The product is COC(=O)Cc1ccc(O)cc1. RXN SMILES: [CH3:12][OH:13].[OH2:19].[OH:1][C:2](=[O:3])[CH2:4][c:5]1[cH:6][cH:7][c:8]([OH:9])[cH:10][cH:11]1.[S:14](=[O:15])(=[O:16])([OH:17])[OH:18]>>[O:1]([C:2](=[O:3])[CH2:4][c:5]1[cH:6][cH:7][c:8]([OH:9])[cH:10][cH:11]1)[CH3:12].